From a dataset of the Open Reaction Database (ORD), a public repository of structured organic reaction records. describe an organic reaction: reactants, conditions, products, and yield As a reaction SMILES: N(N=[N+]=[N-])[C@H:2](C(N[C@H](C(N=[N+]=[N-])=O)CCCNC(N)=O)=O)C(C)C.N(N=[N+]=[N-])[C@H](C(N[C@H](C(N=[N+]=[N-])=O)CCCCN)=O)CC1C=CC=CC=1.[O:51]=[C:52]1[O:58][C@H:57]([C@H:59]([CH2:61]O)[OH:60])[C:55](O)=[C:53]1O>CN(C=O)C>[CH3:61][CH:59]([OH:60])[CH2:57][O:58][C:52]([C:53]([CH3:55])=[CH2:2])=[O:51]. The solvent is CN(C)C=O (DMF), CN(C)C=O (DMF). Starting materials: alkyne-P(HPMA-DTX-Gem)-alkyne, N([C@@H](C(C)C)C(=O)N[C@@H](CCCNC(=O)N)C(=O)N=[N+]=[N-])N=[N+]=[N-] (N3-Val-Cit-N3), N([C@@H](CC1=CC=CC=C1)C(=O)N[C@@H](CCCCN)C(=O)N=[N+]=[N-])N=[N+]=[N-] (N3-Phe-Lys-N3), O=C1C(O)=C(O)[C@H](O1)[C@@H](O)CO (L-ascorbic acid), CuBr. Reaction conditions: time 48 hour. Procedure: The copolymer alkyne-P(HPMA-DTX-Gem)-alkyne and N3-Val-Cit-N3 or N3-Phe-Lys-N3 will be dissolved in degassed solution of L-ascorbic acid (0.5×) in DMF. Under nitrogen atmosphere, CuBr (0.5×) solution in DMF will be added. The reaction mixture will be kept stirring for 48 h at room temperature. The polymer will be precipitated into acetone and purified by dialysis against 10 mM EDTA solution, then in water to remove copper salts, and then freeze-dried. The product is CC(COC(=O)C(=C)C)O (HPMA).